describe an organic reaction: reactants, conditions, products, and yield From a dataset of the Open Reaction Database (ORD), a public repository of structured organic reaction records. Starting materials: CC(C)(C)OC(=O)N1CC(O[Si](C)(C)C(C)(C)C)CCC1CO, ClCCl, CCOC(C)=O, CS(C)=O, CCN(C(C)C)C(C)C, O=C(Cl)C(=O)Cl. Yields the product CC(C)(C)OC(=O)N1CC(O[Si](C)(C)C(C)(C)C)CCC1C=O. As a reaction SMILES: [C:11]([CH3:12])([CH3:13])([CH3:14])[O:15][C:16](=[O:17])[N:18]1[CH:19]([CH2:32][OH:33])[CH2:20][CH2:21][CH:22]([O:24][Si:25]([CH3:26])([CH3:27])[C:28]([CH3:29])([CH3:30])[CH3:31])[CH2:23]1.[CH2:43]([Cl:44])[Cl:45].[CH3:46][CH2:47][O:48][C:49](=[O:50])[CH3:51].[CH3:7][S:8]([CH3:9])=[O:10].[CH:34]([N:35]([CH:36]([CH3:37])[CH3:38])[CH2:39][CH3:40])([CH3:41])[CH3:42].[Cl:1][C:2]([C:3]([Cl:4])=[O:5])=[O:6]>>[C:11]([CH3:12])([CH3:13])([CH3:14])[O:15][C:16](=[O:17])[N:18]1[CH:19]([CH:32]=[O:33])[CH2:20][CH2:21][CH:22]([O:24][Si:25]([CH3:26])([CH3:27])[C:28]([CH3:29])([CH3:30])[CH3:31])[CH2:23]1. Reaction SMILES: [CH2:13]([c:14]1[cH:15][cH:16][cH:17][cH:18][cH:19]1)[O:20][c:21]1[c:22]([O:32][CH3:33])[cH:23][c:24]2[c:25]([Cl:31])[cH:26][cH:27][n:28][c:29]2[cH:30]1.[CH3:35][N:36]([CH3:37])[c:38]1[cH:39][cH:40][n:41][cH:42][cH:43]1.[Cl:44][c:45]1[cH:46][cH:47][cH:48][cH:49][c:50]1[Cl:51].[OH2:34].[OH:1][c:2]1[c:3]([CH3:12])[n:4][c:5]2[n:6][cH:7][cH:8][cH:9][c:10]2[cH:11]1>>[O:1]([c:2]1[c:3]([CH3:12])[n:4][c:5]2[n:6][cH:7][cH:8][cH:9][c:10]2[cH:11]1)[c:25]1[c:24]2[cH:23][c:22]([O:32][CH3:33])[c:21]([O:20][CH2:13][c:14]3[cH:15][cH:16][cH:17][cH:18][cH:19]3)[cH:30][c:29]2[n:28][cH:27][cH:26]1. Starting materials: COc1cc2c(Cl)ccnc2cc1OCc1ccccc1, CN(C)c1ccncc1, Clc1ccccc1Cl, O, Cc1nc2ncccc2cc1O. The product is COc1cc2c(Oc3cc4cccnc4nc3C)ccnc2cc1OCc1ccccc1. Starting materials: CCO, O=C(OCc1ccccc1)N1CCC(CNc2ccc(Cl)nn2)CC1, [H][H]. Yields the product O=C(OCc1ccccc1)N1CCC(CNc2cccnn2)CC1. Reaction SMILES: [CH3:28][CH2:29][OH:30].[Cl:1][c:2]1[cH:3][cH:4][c:5]([NH:8][CH2:9][CH:10]2[CH2:11][CH2:12][N:13]([C:16](=[O:17])[O:18][CH2:19][c:20]3[cH:21][cH:22][cH:23][cH:24][cH:25]3)[CH2:14][CH2:15]2)[n:6][n:7]1.[H:26][H:27]>>[cH:2]1[cH:3][cH:4][c:5]([NH:8][CH2:9][CH:10]2[CH2:11][CH2:12][N:13]([C:16](=[O:17])[O:18][CH2:19][c:20]3[cH:21][cH:22][cH:23][cH:24][cH:25]3)[CH2:14][CH2:15]2)[n:6][n:7]1. Starting materials: C(C)(C)(C)OC(=O)C1C2C=CC(C1)C2 (5-t-butoxycarbonylbicyclo[2.2.1]hept-2-ene), C1=CC=CC1 (cyclopentadiene), C(C=C)(=O)OC(C)(C)C (t-butyl acrylate), C1C=CC2C1C3CC2C=C3 (dicyclopentadiene). Yields the product C(C)(C)(C)OC(=O)C1C2C3C4C=CC(C3C(C1)C2)C4 (8-t-butoxycarbonyltetracyclo[4.4.0.12,5.17,10]dodec-3-ene), ( 16 ). Reaction SMILES: [C:1]([O:5][C:6]([CH3:9])([CH3:8])[CH3:7])(=[O:4])[CH:2]=[CH2:3].[CH2:10]1[CH:14]2[CH:15]3[CH:19]=[CH:18][CH:17]([CH:13]2[CH:12]=[CH:11]1)[CH2:16]3.C(OC(C1CC2CC1C=C2)=O)(C)(C)C.C1CC=CC=1>>[C:6]([O:5][C:1]([CH:2]1[CH2:3][CH:10]2[CH2:11][CH:12]1[CH:13]1[CH:14]2[CH:15]2[CH2:16][CH:17]1[CH:18]=[CH:19]2)=[O:4])([CH3:9])([CH3:8])[CH3:7]. The yield is 40.0%. Procedure details: The reaction was carried out in the same manner as in the Synthesis Example 1(1), except for using t-butyl acrylate, dicyclopentadiene, and 5-t-butoxycarbonylbicyclo[2.2.1]hept-2-ene at a molar ratio of 3:1(as cyclopentadiene):1 as reaction raw materials, to obtain 8-t-butoxycarbonyltetracyclo[4.4.0.12,5.17,10]dodec-3-ene of the following formula (16) at an yield of 40%.